From a dataset of the Open Reaction Database (ORD), a public repository of structured organic reaction records. describe an organic reaction: reactants, conditions, products, and yield Starting materials: ClC1=C(C=CC=C1)C1=NCC=2N(C3=C1C=C(C=C3)I)C(=NN2)C (6-(2-chlorophenyl)-8-iodo-1-methyl-4H-[1,2,4]triazolo[4,3-a][1,4]benzodiazepine), C[Si](C)(C)C#C (trimethylsilylacetylene). Yields the product ClC1=C(C=CC=C1)C1=NCC=2N(C3=C1C=C(C=C3)C#C[Si](C)(C)C)C(=NN2)C (6-(2-Chlorophenyl)-1-methyl-8-[(trimethylsilyl)ethynyl]-4H[1,2,4]triazolo[4,3-a][1,4]benzodiazepine). As a reaction SMILES: [Cl:1][C:2]1[CH:7]=[CH:6][CH:5]=[CH:4][C:3]=1[C:8]1[C:14]2[CH:15]=[C:16](I)[CH:17]=[CH:18][C:13]=2[N:12]2[C:20]([CH3:23])=[N:21][N:22]=[C:11]2[CH2:10][N:9]=1.[CH3:24][Si:25]([C:28]#[CH:29])([CH3:27])[CH3:26]>>[Cl:1][C:2]1[CH:7]=[CH:6][CH:5]=[CH:4][C:3]=1[C:8]1[C:14]2[CH:15]=[C:16]([C:29]#[C:28][Si:25]([CH3:27])([CH3:26])[CH3:24])[CH:17]=[CH:18][C:13]=2[N:12]2[C:20]([CH3:23])=[N:21][N:22]=[C:11]2[CH2:10][N:9]=1. Procedure: This compound was similarly prepared by coupling of 6-(2-chlorophenyl)-8-iodo-1-methyl-4H-[1,2,4]triazolo[4,3-a][1,4]benzodiazepine with trimethylsilylacetylene as described in Example 56. The product was isolated by chromatography and was crystallized from ethyl acetate/ hexane to give colorless crystals of the title compound with m.p. 243°-245° C. The reactants are [BH4-], CO, Cl[Co]Cl, [Na+], N#CCc1cccc(Oc2ccccc2)c1, O, O, O, O, O, O. The product is NCCc1cccc(Oc2ccccc2)c1. RXN SMILES: [BH4-:17].[CH3:19][OH:20].[Co:27]([Cl:28])[Cl:29].[Na+:18].[O:1]([c:2]1[cH:3][cH:4][cH:5][cH:6][cH:7]1)[c:8]1[cH:9][c:10]([CH2:14][C:15]#[N:16])[cH:11][cH:12][cH:13]1.[OH2:21].[OH2:22].[OH2:23].[OH2:24].[OH2:25].[OH2:26]>>[O:1]([c:2]1[cH:3][cH:4][cH:5][cH:6][cH:7]1)[c:8]1[cH:9][c:10]([CH2:14][CH2:15][NH2:16])[cH:11][cH:12][cH:13]1. The reactants are O1C(C(=O)O)C1C(=O)O.C(C)[K] (monoethyl potassium epoxysuccinate), C(C(=O)Cl)(=O)Cl (oxalyl chloride), C(C1=CC=CC=C1)N (benzylamine). Yields the product C(C1=CC=CC=C1)NC(C1C(C(=O)OCC)O1)=O (ethyl N-benzyl-2,3-epoxysuccinamate). Yield: 43.4%. RXN SMILES: [O:1]1[CH:6]([C:7]([OH:9])=[O:8])[CH:2]1[C:3]([OH:5])=O.[CH2:10]([K])[CH3:11].C(Cl)(=O)C(Cl)=O.[CH2:19]([NH2:26])[C:20]1[CH:25]=[CH:24][CH:23]=[CH:22][CH:21]=1>>[CH2:19]([NH:26][C:3](=[O:5])[CH:2]1[O:1][CH:6]1[C:7]([O:9][CH2:10][CH3:11])=[O:8])[C:20]1[CH:25]=[CH:24][CH:23]=[CH:22][CH:21]=1 |f:0.1|. Procedure details: Following the procedure of Example 1, monoethyl potassium epoxysuccinate (1.0 g) was successively treated with oxalyl chloride (0.75 g) and benzylamine (1.02 g) to give 0.54 g of ethyl N-benzyl-2,3-epoxysuccinamate (Compound No. 13) as colorless needles melting at 90°-91° C. Reactants: FC=1C=CC2=C(N(C(=N2)[C@H](C)N)C2=NC=CC=C2)C1 ((S)-1-(6-fluoro-1-pyridin-2-yl-1H-benzoimidazol-2-yl)ethylamine), ClC1=C2N=CNC2=NC(=N1)C(F)(F)F (6-chloro-2-trifluoromethyl-9H-purine), CCN(C(C)C)C(C)C (DIPEA). Solvent: CC(C)O (IPA). Run at temperature 80 celsius, time 16 hour. Yields the product N (ammonia), FC=1C=CC2=C(N(C(=N2)[C@H](C)NC2=C3N=CNC3=NC(=N2)C(F)(F)F)C2=NC=CC=C2)C1 ([(S)-1-(6-Fluoro-1-pyridin-2-yl-1H-benzoimidazol-2-yl)-ethyl]-(2-trifluoromethyl-9H-purin-6-yl)-amine). Yield: 86.3%. As a reaction SMILES: [F:1][C:2]1[CH:3]=[CH:4][C:5]2[N:9]=[C:8]([C@@H:10]([NH2:12])[CH3:11])[N:7]([C:13]3[CH:18]=[CH:17][CH:16]=[CH:15][N:14]=3)[C:6]=2[CH:19]=1.Cl[C:21]1[N:29]=[C:28]([C:30]([F:33])([F:32])[F:31])[N:27]=[C:26]2[C:22]=1[N:23]=[CH:24][NH:25]2.CCN(C(C)C)C(C)C>CC(O)C>[NH3:7].[F:1][C:2]1[CH:3]=[CH:4][C:5]2[N:9]=[C:8]([C@@H:10]([NH:12][C:21]3[N:29]=[C:28]([C:30]([F:33])([F:32])[F:31])[N:27]=[C:26]4[C:22]=3[N:23]=[CH:24][NH:25]4)[CH3:11])[N:7]([C:13]3[CH:18]=[CH:17][CH:16]=[CH:15][N:14]=3)[C:6]=2[CH:19]=1. Procedure details: A mixture of (S)-1-(6-fluoro-1-pyridin-2-yl-1H-benzoimidazol-2-yl)ethylamine (0.055 g, 0.22 mmol), 6-chloro-2-trifluoromethyl-9H-purine (0.040 g, 0.18 mmol) and DIPEA (0.096 mL, 5.39 mol) in IPA (1 mL) was stirred at 80° C. in a sealed tube for 16 h. The resulting mixture was concentrated in vacuo and the residue purified by chromatography (SiO2, O-15% (2M ammonia in methanol) in DCM) then by preparative HPLC (Phenomenex Gemini 5 μm C18 on a 60 min gradient 20-98% 0.1% HCO2H in acetonitrile/wate... The reactants are COc1cc(N)ccc1Br, CCOC(=O)CC(C)=O, C1CCCCC1, O, O, Cc1ccc(S(=O)(=O)O)cc1. Yields the product CCOC(=O)C=C(C)Nc1ccc(Br)c(OC)c1. As a reaction SMILES: [Br:1][c:2]1[c:3]([O:9][CH3:10])[cH:4][c:5]([NH2:8])[cH:6][cH:7]1.[C:23]([CH2:24][C:25](=[O:26])[CH3:27])(=[O:28])[O:29][CH2:30][CH3:31].[CH2:33]1[CH2:34][CH2:35][CH2:36][CH2:37][CH2:38]1.[OH2:11].[OH2:32].[c:12]1([CH3:13])[cH:14][cH:15][c:16]([S:17]([OH:18])(=[O:19])=[O:20])[cH:21][cH:22]1>>[Br:1][c:2]1[c:3]([O:9][CH3:10])[cH:4][c:5]([NH:8][C:25](=[CH:24][C:23](=[O:28])[O:29][CH2:30][CH3:31])[CH3:27])[cH:6][cH:7]1.